From a dataset of the Open Reaction Database (ORD), a public repository of structured organic reaction records. describe an organic reaction: reactants, conditions, products, and yield Reactants: C(C)(C)(C)O[K] (tBuOK), O (water), S(=O)(=O)(C1=CC=C(C)C=C1)C[N+]#[C-] (tosylmethyl isocyanide), C(CCCC)C1C(CCC1)=O (2-pentylcyclopentanone). Run at temperature 0 celsius. Reaction SMILES: S([CH2:11][N+:12]#[C-])(C1C=CC(C)=CC=1)(=O)=O.[CH2:14]([CH:19]1[CH2:23][CH2:22][CH2:21][C:20]1=O)[CH2:15][CH2:16][CH2:17][CH3:18].C(O[K])(C)(C)C.O>COCCOC.C(O)C>[CH2:14]([CH:19]1[CH2:23][CH2:22][CH2:21][CH:20]1[C:11]#[N:12])[CH2:15][CH2:16][CH2:17][CH3:18]. Procedure details: 27.6 g of tosylmethyl isocyanide and 17 g of 2-pentylcyclopentanone were dissolved in 400 ml of 1,2-dimethoxyethane and 10 ml of ethanol. The solution was cooled to 0° C. with an ice-bath, and 29 g of tBuOK were added in 1 hour maintaining the temperature between 0 and 10° C. After completion of the reaction, the reaction mixture was poured into water and extracted with cyclohexane. The organic layer was washed 3 times with water until neutral pH. Purification by bulb-to-bulb distillation (130° ... Run in COCCOC (1,2-dimethoxyethane), C(C)O (ethanol). Isolated yield 58.7%. The product is C(CCCC)C1C(CCC1)C#N (2-pentylcyclopentanecarbonitrile). Reactants: [Al+3].[Cl-].[Cl-].[Cl-] (AlCl3), C1CCOC1 (THF), [N-]=[N+]=[N-].[Na+] (NaN3), C(C1=CC=CC=C1)OC1=CC=C(C=C1)N=C=O (4-benzyloxy-phenylisocyanate). Yields the product ON1N(C=NN1)C1=CC=C(C=C1)OCC1=CC=CC=C1 (4-(2-hydroxytetrazol-1-yl)-1-benzyloxybenzene). As a reaction SMILES: [Al+3].[Cl-].[Cl-].[Cl-].[N-:5]=[N+:6]=[N-:7].[Na+].[CH2:9]([O:16][C:17]1[CH:22]=[CH:21][C:20]([N:23]=[C:24]=O)=[CH:19][CH:18]=1)[C:10]1[CH:15]=[CH:14][CH:13]=[CH:12][CH:11]=1.C1C[O:29]CC1>>[OH:29][N:7]1[NH:6][N:5]=[CH:24][N:23]1[C:20]1[CH:21]=[CH:22][C:17]([O:16][CH2:9][C:10]2[CH:15]=[CH:14][CH:13]=[CH:12][CH:11]=2)=[CH:18][CH:19]=1 |f:0.1.2.3,4.5|. Procedure details: To a 100 mL recovery flask was added THF (20 mL) and a stirbar. The flask was cooled to 0° C. whereupon AlCl3 (751 mg, 5.63 mmol, 1.1 eq.) was added. The solution was stirred for 15 min whereupon NaN3 (1.00 g, 15.4 mmol, 3.0 eq.) and 4-benzyloxy-phenylisocyanate 51 (1.15 g, 5.12 mmol, 1.0 eq.) was added. The reaction mixture was refluxed overnight. The reaction mixture was quenched with 1N HCl (50 mL) and diluted with EtOAc (100 mL). The organic phases were washed with brine and the combined aqu... The reactants are BrC1=C(C(=O)OCC)C(=CC=N1)CC1=NC(=CC(=N1)OC)OC (ethyl 2-bromo-4-[(4,6-dimethoxy-2-pyrimidinyl)methyl]nicotinate), SeO2, C(C)(=O)O (acetic acid). Run at time 15 minute. Yields the product BrC1=C(C(=O)OCC)C(=CC=N1)C(=O)C1=NC(=CC(=N1)OC)OC (ethyl 2-bromo-4-[(4,6-dimethoxy-2-pyrimidinyl)carbonyl]nicotinate). Reaction SMILES: [Br:1][C:2]1[N:12]=[CH:11][CH:10]=[C:9]([CH2:13][C:14]2[N:19]=[C:18]([O:20][CH3:21])[CH:17]=[C:16]([O:22][CH3:23])[N:15]=2)[C:3]=1[C:4]([O:6][CH2:7][CH3:8])=[O:5].C(O)(=[O:26])C>>[Br:1][C:2]1[N:12]=[CH:11][CH:10]=[C:9]([C:13]([C:14]2[N:15]=[C:16]([O:22][CH3:23])[CH:17]=[C:18]([O:20][CH3:21])[N:19]=2)=[O:26])[C:3]=1[C:4]([O:6][CH2:7][CH3:8])=[O:5]. Reported procedure: 3.28 g of ethyl 2-bromo-4-[(4,6-dimethoxy-2-pyrimidinyl)methyl]nicotinate, 3.61 g of SeO2 and 100 ml of glacial acetic acid are combined under nitrogen, heated to 110° for 1.5 hrs and slowly cooled to RT still under nitrogen. The mixture is filtered, washed through with 10 ml of acetic acid and the filtrate evaporated to remove the acetic acid. 100 ml of methylene dichloride is added to the residue and the mixture washed twice with 100 ml of sat. aqueous NaHCO3. The CH2Cl2 phase is filtered and ... Reactants: CC1(OCCO1)C1=CC=C(O1)CCCOC1=C(C=C(C=C1C)C#N)C (5-(2-methyl-1,3-dioxolan-2-yl)-2-[3-(2,6-dimethyl-4-cyanophenoxy)propyl]furan), CC1(OO1)C (dimethyldioxirane), O.NN (hydrazine hydrate). Solvent: CC(=O)C (acetone), CC(=O)C (acetone), CO (methanol). Product: CC1(OCCO1)C1=CC=C(N=N1)CCCOC1=C(C=C(C=C1C)C#N)C (6-(2-methyl-1,3-dioxolan-2-yl)-3-[3-(2,6-dimethyl-4-cyanophenoxy)propyl]-pyridazine). Yield: 47.0%. RXN SMILES: [CH3:1][C:2]1([C:7]2O[C:10]([CH2:12][CH2:13][CH2:14][O:15][C:16]3[C:21]([CH3:22])=[CH:20][C:19]([C:23]#[N:24])=[CH:18][C:17]=3[CH3:25])=[CH:9][CH:8]=2)[O:6][CH2:5][CH2:4][O:3]1.CC1(C)OO1.O.[NH2:32][NH2:33]>CC(C)=O.CO>[CH3:1][C:2]1([C:7]2[N:33]=[N:32][C:10]([CH2:12][CH2:13][CH2:14][O:15][C:16]3[C:21]([CH3:22])=[CH:20][C:19]([C:23]#[N:24])=[CH:18][C:17]=3[CH3:25])=[CH:9][CH:8]=2)[O:6][CH2:5][CH2:4][O:3]1 |f:2.3|. Procedure details: Following a procedure similar to that described in Example 3c, 5-(2-methyl-1,3-dioxolan-2-yl)-2-[3-(2,6-dimethyl-4-cyanophenoxy)propyl]furan; (1.05 g; 3.08 mmol), 48 mL (0.06M) of dimethyldioxirane in acetone, and 10 mL of acetone were reacted. The resulting product was dissolved in methanol and reacted with 85% hydrazine hydrate (0.15 mL; 4.49 mmol) then purified by chromatography on silica gel with 65% ethyl acetate/hexane to afford 0.511 g (47%) of 6-(2-methyl-1,3-dioxolan-2-yl)-3-[3-(2,6-dim... Reactants: O=C([O-])O, CN(C)C=O, CI, COc1ccc(CSC2CNC(C(=O)N(C)C)C2)cc1, [Na+]. Yields the product COc1ccc(CSC2CC(C(=O)N(C)C)N(C)C2)cc1. Reaction SMILES: [C:1](=[O:2])([OH:3])[O-:4].[CH3:28][N:29]([CH3:30])[CH:31]=[O:32].[CH3:6][I:7].[CH3:8][N:9]([C:10](=[O:11])[CH:12]1[NH:13][CH2:14][CH:15]([S:17][CH2:18][c:19]2[cH:20][cH:21][c:22]([O:25][CH3:26])[cH:23][cH:24]2)[CH2:16]1)[CH3:27].[Na+:5]>>[CH3:1][N:13]1[CH:12]([C:10]([N:9]([CH3:8])[CH3:27])=[O:11])[CH2:16][CH:15]([S:17][CH2:18][c:19]2[cH:20][cH:21][c:22]([O:25][CH3:26])[cH:23][cH:24]2)[CH2:14]1. Starting materials: [Al+3], CCCCN1Cc2c([nH]c3ccccc23)C1=O, [H-], [H-], [H-], [H-], [Li+], C1CCOC1. The product is CCCCN1Cc2[nH]c3ccccc3c2C1. Reaction SMILES: [Al+3:19].[CH2:1]([CH2:2][CH2:3][CH3:4])[N:5]1[C:6](=[O:17])[c:7]2[nH:8][c:9]3[cH:10][cH:11][cH:12][cH:13][c:14]3[c:15]2[CH2:16]1.[H-:18].[H-:21].[H-:22].[H-:23].[Li+:20].[O:24]1[CH2:25][CH2:26][CH2:27][CH2:28]1>>[CH2:1]([CH2:2][CH2:3][CH3:4])[N:5]1[CH2:6][c:7]2[nH:8][c:9]3[cH:10][cH:11][cH:12][cH:13][c:14]3[c:15]2[CH2:16]1.